This data is from the Open Reaction Database (ORD), a public repository of structured organic reaction records. The task is: describe an organic reaction: reactants, conditions, products, and yield Starting materials: ClCC(=O)NC(C1=CC=CC=C1)(C)C (2-chloro-N-(α,α-dimethylbenzyl)-acetamide), N (ammonia). The solvent is C(C)O (ethanol). Run at time 6 day. The product is CC(C1=CC=CC=C1)(C)NC(CN)=O (N1 -(α,α-dimethylbenzyl)glycineamide). RXN SMILES: Cl[CH2:2][C:3]([NH:5][C:6]([CH3:14])([CH3:13])[C:7]1[CH:12]=[CH:11][CH:10]=[CH:9][CH:8]=1)=[O:4].[NH3:15]>C(O)C>[CH3:13][C:6]([NH:5][C:3](=[O:4])[CH2:2][NH2:15])([CH3:14])[C:7]1[CH:12]=[CH:11][CH:10]=[CH:9][CH:8]=1. Procedure details: A solution of 2-chloro-N-(α,α-dimethylbenzyl)-acetamide (11.5 g; 0.054 mole) in ethanol (300 ml) was cooled to 0°C. The solution was saturated with ammonia (5 hours). Stirring was continued at room temperature for about 6 days. The solvent was removed under vacuum. The oily residue was taken up in 2N HCl and filtered. The filtrate was made alkaline by the addition of 2N NaOH. The alkaline phase was extracted three times with ether. The organic layer was dried over, anhydrous Na2SO4 and the solve... Starting materials: [BH3-]C#N, CC(=O)O, CO, Cc1cc(C)cc(-c2[nH]c3ccc(C(=O)N(C(C)C)C(C)C)cc3c2CCN)c1, ClC(Cl)Cl, [Mg+2], [Na+], O=S(=O)([O-])[O-], O=Cc1ccc(-c2cccnc2)s1. Product: Cc1cc(C)cc(-c2[nH]c3ccc(C(=O)N(C(C)C)C(C)C)cc3c2CCNCc2ccc(-c3cccnc3)s2)c1. RXN SMILES: [C:49]([BH3-:50])#[N:51].[CH3:53][C:54](=[O:55])[OH:56].[CH3:57][OH:58].[CH:1]([CH3:2])([CH3:3])[N:4]([C:5](=[O:6])[c:7]1[cH:8][c:9]2[c:10]([CH2:24][CH2:25][NH2:26])[c:11](-[c:16]3[cH:17][c:18]([CH3:23])[cH:19][c:20]([CH3:22])[cH:21]3)[nH:12][c:13]2[cH:14][cH:15]1)[CH:27]([CH3:28])[CH3:29].[CH:59]([Cl:60])([Cl:61])[Cl:62].[Mg+2:30].[Na+:52].[O-:31][S:32](=[O:33])(=[O:34])[O-:35].[n:36]1[cH:37][c:38](-[c:42]2[cH:43][cH:44][c:45]([CH:47]=[O:48])[s:46]2)[cH:39][cH:40][cH:41]1>>[CH:1]([CH3:2])([CH3:3])[N:4]([C:5](=[O:6])[c:7]1[cH:8][c:9]2[c:10]([CH2:24][CH2:25][NH:26][CH2:47][c:45]3[cH:44][cH:43][c:42](-[c:38]4[cH:37][n:36][cH:41][cH:40][cH:39]4)[s:46]3)[c:11](-[c:16]3[cH:17][c:18]([CH3:23])[cH:19][c:20]([CH3:22])[cH:21]3)[nH:12][c:13]2[cH:14][cH:15]1)[CH:27]([CH3:28])[CH3:29]. Starting materials: S1C=CC2=C1C(NCCC2)=O (4,5,6,7-tetrahydro-8H-thieno[2,3-c]azepin-8-one), [BH4-].[Na+] (sodium borohydride), O (water). Solvent: O1CCCC1 (tetrahydrofuran). Product: S1C=CC2=C1CNCCC2 (5,6,7,8-tetrahydro-4H-thieno[2,3-c]azepine). Isolated yield 66.8%. As a reaction SMILES: [S:1]1[C:5]2[C:6](=O)[NH:7][CH2:8][CH2:9][CH2:10][C:4]=2[CH:3]=[CH:2]1.[BH4-].[Na+].O>O1CCCC1>[S:1]1[C:5]2[CH2:6][NH:7][CH2:8][CH2:9][CH2:10][C:4]=2[CH:3]=[CH:2]1 |f:1.2|. Procedure details: To a mixture of 6.7 g of 4,5,6,7-tetrahydro-8H-thieno[2,3-c]azepin-8-one and 4.5 g of sodium borohydride in 70 ml of tetrahydrofuran was added boron trifluoride-ether complex dropwise under ice-cooling and the mixture was refluxed under heating for an hour. The mixture was poured into water, washed with chloroform, made alkaline with 10% potassium hydroxide solution and extracted with chloroform. The extract was washed with water, dried and concentrated to give 4.1 g of 5,6,7,8-tetrahydro-4H-thi... The reactants are CC(NC(=O)c1cc(Cl)c(N)c(Cl)c1)C(=O)N1CCCC1C(=O)OC(C)(C)C, C=CCOC(=O)NC1CC(=O)OC1OCC, CC(NC(=O)c1ccc(N)c(Cl)c1)C(=O)N1CCCC1C(=O)NC1CC(=O)OC1OCCc1ccccc1. Product: CCOC1OC(=O)CC1NC(=O)C1CCCN1C(=O)C(C)NC(=O)c1cc(Cl)c(N)c(Cl)c1. Reaction SMILES: [C:17]([O:18][C:19](=[O:20])[CH:24]1[N:25]([C:29]([CH:30]([CH3:31])[NH:32][C:33]([c:34]2[cH:35][c:36]([Cl:42])[c:37]([NH2:41])[c:38]([Cl:40])[cH:39]2)=[O:43])=[O:44])[CH2:26][CH2:27][CH2:28]1)([CH3:21])([CH3:22])[CH3:23].[CH2:1]([O:2][C:5]([NH:6][CH:7]1[CH:8]([O:13][CH2:14][CH3:15])[O:9][C:10](=[O:12])[CH2:11]1)=[O:16])[CH:3]=[CH2:4].[O:45]=[C:46]1[O:47][CH:48]([O:49][CH2:50][CH2:51][c:52]2[cH:53][cH:54][cH:55][cH:56][cH:57]2)[CH:58]([NH:59][C:60]([CH:61]2[CH2:62][CH2:63][CH2:64][N:65]2[C:66](=[O:67])[CH:68]([NH:69][C:70](=[O:71])[c:72]2[cH:73][cH:74][c:75]([NH2:76])[c:77]([Cl:78])[cH:79]2)[CH3:80])=[O:81])[CH2:82]1>>[C:5]([NH:6][CH:7]1[CH:8]([O:13][CH2:14][CH3:15])[O:9][C:10](=[O:12])[CH2:11]1)(=[O:16])[CH:24]1[N:25]([C:29]([CH:30]([CH3:31])[NH:32][C:33]([c:34]2[cH:35][c:36]([Cl:42])[c:37]([NH2:41])[c:38]([Cl:40])[cH:39]2)=[O:43])=[O:44])[CH2:26][CH2:27][CH2:28]1. The reactants are [H-].[Na+] (sodium hydride), N1(N=NC=C1)CCOCC1=CC=C(C=C1)O (4-(2-[1,2,3]triazol-1-yl-ethoxymethyl)-phenol), ClC1=CC=C(C=C1)C=CC=1OC=C(N1)CCl (2-[2-(4-chloro-phenyl)-vinyl]-4-chloromethyl-oxazole). The solvent is CN(C=O)C (N,N-dimethylformamide). Run at time 15 minute. Product: ClC1=CC=C(C=C1)/C=C/C=1OC=C(N1)COC1=CC=C(COCCN2N=NC=C2)C=C1 (1-[2-(4-{2-[2-(E)-(4-chloro-phenyl)-vinyl]-oxazol-4-ylmethoxy}-benzyloxy)-ethyl]-1H-[1,2,3]triazole). The yield is 78.1%. Reaction SMILES: [H-].[Na+].[N:3]1([CH2:8][CH2:9][O:10][CH2:11][C:12]2[CH:17]=[CH:16][C:15]([OH:18])=[CH:14][CH:13]=2)[CH:7]=[CH:6][N:5]=[N:4]1.[Cl:19][C:20]1[CH:25]=[CH:24][C:23]([CH:26]=[CH:27][C:28]2[O:29][CH:30]=[C:31]([CH2:33]Cl)[N:32]=2)=[CH:22][CH:21]=1>CN(C)C=O>[Cl:19][C:20]1[CH:25]=[CH:24][C:23](/[CH:26]=[CH:27]/[C:28]2[O:29][CH:30]=[C:31]([CH2:33][O:18][C:15]3[CH:14]=[CH:13][C:12]([CH2:11][O:10][CH2:9][CH2:8][N:3]4[CH:7]=[CH:6][N:5]=[N:4]4)=[CH:17][CH:16]=3)[N:32]=2)=[CH:22][CH:21]=1 |f:0.1|. Procedure details: 25 mg (1.0 mmol) of 95% sodium hydride were given to a solution of 219 mg (1.0 mmol) 4-(2-[1,2,3]triazol-1-yl-ethoxymethyl)-phenol in 5 ml N,N-dimethylformamide and stirred for 15 min at room temperature. Then 254 mg (1.0 mmol) 2-[2-(4-chloro-phenyl)-vinyl]-4-chloromethyl-oxazole were added and stirring continued over night. The mixture was quenched with water, stirred for 1 h and the precipitate isolated by filtration. After washing with water, little methanol, ethyl acetate/heptane 2:1 and eth... Reactants: CNOC, CCN(C(C)C)C(C)C, ClCCl, Cl, COC(=O)c1nn(-c2ccc(I)cc2F)cc(OC)c1=O. Product: COc1cn(-c2ccc(I)cc2F)nc(C(=O)N(C)OC)c1=O. As a reaction SMILES: [CH3:2][NH:3][O:4][CH3:5].[CH:6]([N:7]([CH2:8][CH3:9])[CH:10]([CH3:11])[CH3:12])([CH3:13])[CH3:14].[Cl:36][CH2:37][Cl:38].[ClH:1].[F:15][c:16]1[c:17](-[n:23]2[n:24][c:25]([C:32]([O:34][CH3:33])=[O:35])[c:26](=[O:31])[c:27]([O:29][CH3:30])[cH:28]2)[cH:18][cH:19][c:20]([I:22])[cH:21]1>>[CH3:2][N:3]([O:4][CH3:5])[C:32]([c:25]1[n:24][n:23](-[c:17]2[c:16]([F:15])[cH:21][c:20]([I:22])[cH:19][cH:18]2)[cH:28][c:27]([O:29][CH3:30])[c:26]1=[O:31])=[O:34]. Starting materials: ( a ), NC1=C(C=C(C=N1)/C=C/C(=O)O)CCC(=O)O ((E)-3-[6-amino-5-(2-carboxy-ethyl)pyridin-3-yl]acrylic acid), Cl.CN1CC(NC2=C(C1)C=C(C=N2)/C=C/C(=O)O)=O ((E)-3-(4-methyl-2-oxo-2,3,4,5-tetrahydro-1H-pyrido[2,3-e][1,4]diazepin-7-yl)acrylic acid hydrochloride), CNCC=1N(C2=CC=CC=C2C1)C (methyl-(1-methyl-1H-indol-2-ylmethyl)amine), CNCC1=C(C2=CC=CC=C2C=C1)CCC (methyl-(1-propyl-naphthalen-2-ylmethyl)amine), amide. Product: NC1=C(C=C(C=N1)/C=C/C(=O)N(CC=1N(C2=CC=CC=C2C1)C)C)CCC(N(CC=1N(C2=CC=CC=C2C1)C)C)=O ((E)-3-(6-Amino-5-{2-[methyl-(1-methyl-1H-indol-2-ylmethyl)carbamoyl]ethyl}pyridin-3-yl)-N-methyl-N-(1-methyl-1H-indol-2-ylmethyl)acrylamide). The yield is 28.0%. Reaction SMILES: [CH3:1][NH:2][CH2:3][C:4]1[N:5]([CH3:13])[C:6]2[C:11]([CH:12]=1)=[CH:10][CH:9]=[CH:8][CH:7]=2.CNCC1C=CC2C(=CC=CC=2)C=1CCC.[NH2:30][C:31]1[N:36]=[CH:35][C:34](/[CH:37]=[CH:38]/[C:39]([OH:41])=O)=[CH:33][C:32]=1[CH2:42][CH2:43][C:44]([OH:46])=O.Cl.[CH3:48][N:49]1[CH2:55][C:54]2[CH:56]=[C:57](/[CH:60]=[CH:61]/[C:62](O)=O)C=N[C:53]=2[NH:52][C:51](=O)[CH2:50]1>>[NH2:30][C:31]1[N:36]=[CH:35][C:34](/[CH:37]=[CH:38]/[C:39]([N:2]([CH3:1])[CH2:3][C:4]2[N:5]([CH3:13])[C:6]3[C:11]([CH:12]=2)=[CH:10][CH:9]=[CH:8][CH:7]=3)=[O:41])=[CH:33][C:32]=1[CH2:42][CH2:43][C:44](=[O:46])[N:52]([CH3:53])[CH2:51][C:50]1[N:49]([CH3:48])[C:55]2[C:61]([CH:62]=1)=[CH:60][CH:57]=[CH:56][CH:54]=2 |f:3.4|. Reported procedure: According to the procedure of Example 1 (a), except substituting methyl-(1-methyl-1H-indol-2-ylmethyl)amine for the methyl-(1-propyl-naphthalen-2-ylmethyl)amine, and substituting (E)-3-[6-amino-5-(2-carboxy-ethyl)pyridin-3-yl]acrylic acid for the (E)-3-(4-methyl-2-oxo-2,3,4,5-tetrahydro-1H-pyrido[2,3-e][1,4]diazepin-7-yl)acrylic acid hydrochloride, the title compound (0.37 g, 28%) was prepared as an off-white powder and as a mixture of amide rotamers: 1H NMR (300 MHz, DMSO-d6) δ 8.07 (m, 1H), 7....